From a dataset of the Open Reaction Database (ORD), a public repository of structured organic reaction records. describe an organic reaction: reactants, conditions, products, and yield Starting materials: BrC1=C(OC(=O)OC)C=C(C(=C1)F)[N+](=O)[O-] (methyl 2-bromo-4-fluoro-5-nitrophenoxyformate), [OH-].[Na+] (sodium hydroxide). The solvent is O (water). Reaction conditions: time 4 hour. Product: BrC1=C(C=C(C(=C1)F)[N+](=O)[O-])O (2-bromo-4-fluoro-5-nitrophenol). The yield is 100.0%. RXN SMILES: [Br:1][C:2]1[CH:12]=[C:11]([F:13])[C:10]([N+:14]([O-:16])=[O:15])=[CH:9][C:3]=1[O:4]C(OC)=O.[OH-].[Na+]>O>[Br:1][C:2]1[CH:12]=[C:11]([F:13])[C:10]([N+:14]([O-:16])=[O:15])=[CH:9][C:3]=1[OH:4] |f:1.2|. Procedure details: Then, 125 g (0.43 mol) of methyl 2-bromo-4-fluoro-5-nitrophenoxyformate was suspended in 200 ml of water, to which 19 g (0.47 mol) of sodium hydroxide was added, and the mixture was stirred at 50° to 60° C. for 4 hours. After completion of the reaction, the reaction mixture was cooled to room temperature and washed with chloroform. The aqueous layer was acidified with aqueous hydrochloric acid and extracted with ethyl acetate. The ethyl acetate layer was dried and concentrated, which afforded 10... Starting materials: O=C([O-])[O-], CC(C)NC(=O)CCl, [K+], [K+], CN(C)C=O, Cc1onc(-c2ccccc2)c1C(=O)c1cc2cccc(O)c2o1. The product is Cc1onc(-c2ccccc2)c1C(=O)c1cc2cccc(OCC(=O)NC(C)C)c2o1. RXN SMILES: [C:33](=[O:34])([O-:35])[O-:36].[Cl:25][CH2:26][C:27](=[O:28])[NH:29][CH:30]([CH3:31])[CH3:32].[K+:37].[K+:38].[O:39]=[CH:40][N:41]([CH3:42])[CH3:43].[OH:1][c:2]1[cH:3][cH:4][cH:5][c:6]2[cH:7][c:8]([C:11](=[O:12])[c:13]3[c:14](-[c:19]4[cH:20][cH:21][cH:22][cH:23][cH:24]4)[n:15][o:16][c:17]3[CH3:18])[o:9][c:10]12>>[O:1]([c:2]1[cH:3][cH:4][cH:5][c:6]2[cH:7][c:8]([C:11](=[O:12])[c:13]3[c:14](-[c:19]4[cH:20][cH:21][cH:22][cH:23][cH:24]4)[n:15][o:16][c:17]3[CH3:18])[o:9][c:10]12)[CH2:26][C:27](=[O:28])[NH:29][CH:30]([CH3:31])[CH3:32]. The reactants are C(C)(=O)[O-].[Na+] (sodium acetate), BrC=1C=C(C(=O)NC[Si](C)(C)C)C=CC1CBr (3-bromo-4-(bromomethyl)-N-[(trimethysilyl)methyl]benzamide). The solvent is CN(C)C=O (DMF), COC(C)(C)C (t-butyl methyl ether). Product: C(C)(=O)OCC1=C(C=C(C=C1)C(NC[Si](C)(C)C)=O)Br (2-bromo-4-{[(trimethysilyl)methyl]carbamoyl}benzyl acetate). Isolated yield 39.1%. RXN SMILES: [C:1]([O-:4])(=[O:3])[CH3:2].[Na+].[Br:6][C:7]1[CH:8]=[C:9]([CH:18]=[CH:19][C:20]=1[CH2:21]Br)[C:10]([NH:12][CH2:13][Si:14]([CH3:17])([CH3:16])[CH3:15])=[O:11]>CN(C=O)C.COC(C)(C)C>[C:1]([O:4][CH2:21][C:20]1[CH:19]=[CH:18][C:9]([C:10](=[O:11])[NH:12][CH2:13][Si:14]([CH3:16])([CH3:15])[CH3:17])=[CH:8][C:7]=1[Br:6])(=[O:3])[CH3:2] |f:0.1|. Reported procedure: A mixed solution of sodium acetate (2.8 g), 3-bromo-4-(bromomethyl)-N-[(trimethysilyl)methyl]benzamide (6.5 g) in DMF (30 ml) was stirred for 3 hours at 70° C. The reaction liquor was returned to room temperature and diluted with t-butyl methyl ether. The mixture was washed with water and a saturated aqueous brine, subsequently dried over magnesium sulfate. After separating the drying agent by filtration, the reaction liquor was distilled off under reduced pressure, and the resulting mixture was... Reactants: CC(=O)O, [Fe], O=C(c1ccccc1)c1ccc(N2CCCCC2)c([N+](=O)[O-])c1. Yields the product Nc1cc(C(=O)c2ccccc2)ccc1N1CCCCC1. RXN SMILES: [CH3:25][C:26](=[O:27])[OH:28].[Fe:24].[N+:1]([O-:2])(=[O:3])[c:4]1[cH:5][c:6]([C:7](=[O:8])[c:9]2[cH:10][cH:11][cH:12][cH:13][cH:14]2)[cH:15][cH:16][c:17]1[N:18]1[CH2:19][CH2:20][CH2:21][CH2:22][CH2:23]1>>[NH2:1][c:4]1[cH:5][c:6]([C:7](=[O:8])[c:9]2[cH:10][cH:11][cH:12][cH:13][cH:14]2)[cH:15][cH:16][c:17]1[N:18]1[CH2:19][CH2:20][CH2:21][CH2:22][CH2:23]1.